From a dataset of the Open Reaction Database (ORD), a public repository of structured organic reaction records. describe an organic reaction: reactants, conditions, products, and yield Reactants: Cc1cccc(CCO)c1Br, CI, CC(=O)O, [H-], [Na+], C1CCOC1, O. The product is COCCc1cccc(C)c1Br. RXN SMILES: [Br:1][c:2]1[c:3]([CH2:9][CH2:10][OH:11])[cH:4][cH:5][cH:6][c:7]1[CH3:8].[CH3:14][I:15].[CH3:22][C:23](=[O:24])[OH:25].[H-:12].[Na+:13].[O:17]1[CH2:18][CH2:19][CH2:20][CH2:21]1.[OH2:16]>>[Br:1][c:2]1[c:3]([CH2:9][CH2:10][O:11][CH3:14])[cH:4][cH:5][cH:6][c:7]1[CH3:8]. Reactants: CC1=CC=C(C=C1)C1=CC(=C2C=CC3=C(C=CC4=CC=C1C2=C34)C3=CC=C(C=C3)C)C3=CC=C(C=C3)C (1,3,6-tri(4-methylphenyl)pyrene), BrN1C(CCC1=O)=O (N-bromosuccinimide), CN(C=O)C (dimethylformamide). Solvent: O (water). Product: BrC1=CC(=C2C=CC3=C(C=C(C4=CC=C1C2=C34)C3=CC=C(C=C3)C)C3=CC=C(C=C3)C)C3=CC=C(C=C3)C (1-bromo-3,6,8-tri(4-methylphenyl)pyrene). Yield: 85.7%. As a reaction SMILES: [CH3:1][C:2]1[CH:7]=[CH:6][C:5]([C:8]2[C:21]3[C:22]4=[C:23]5[C:18](=[CH:19][CH:20]=3)[CH:17]=[CH:16][C:15]([C:24]3[CH:29]=[CH:28][C:27]([CH3:30])=[CH:26][CH:25]=3)=[C:14]5[CH:13]=[CH:12][C:11]4=[C:10]([C:31]3[CH:36]=[CH:35][C:34]([CH3:37])=[CH:33][CH:32]=3)[CH:9]=2)=[CH:4][CH:3]=1.[Br:38]N1C(=O)CCC1=O.CN(C)C=O>O>[Br:38][C:17]1[C:18]2[C:23]3=[C:22]4[C:21](=[CH:20][CH:19]=2)[C:8]([C:5]2[CH:4]=[CH:3][C:2]([CH3:1])=[CH:7][CH:6]=2)=[CH:9][C:10]([C:31]2[CH:36]=[CH:35][C:34]([CH3:37])=[CH:33][CH:32]=2)=[C:11]4[CH:12]=[CH:13][C:14]3=[C:15]([C:24]2[CH:29]=[CH:28][C:27]([CH3:30])=[CH:26][CH:25]=2)[CH:16]=1. Reported procedure: A mixed solution of 1.5 g of the above-mentioned 1,3,6-tri(4-methylphenyl)pyrene, 0.68 g of N-bromosuccinimide and 30 ml of dimethylformamide was stirred under nitrogen gas stream at a temperature of 60° C. for 6 hours. After cooling the mixed solution to room temperature, 50 ml of water was injected thereinto to extract therefrom with 100 ml of dichloromethane. The organic layer was washed twice with 50 ml of water, dried by magnesium sulfate and thereafter concentrated by evaporation. The orga... Reactants: COC=1C=C(C=CC1)Br (3-methoxybromobenzene), C(C=C)(=O)Cl (acryloyl chloride), [Cl-].[Al+3].[Cl-].[Cl-] (aluminium chloride). Run in ClCCl (dichloromethane). Product: BrC1=CC(=C(C=C1)C(C=C)=O)OC (4-bromo-2-methoxy-1-acryloylbenzene). As a reaction SMILES: [CH3:1][O:2][C:3]1[CH:4]=[C:5]([Br:9])[CH:6]=[CH:7][CH:8]=1.[C:10](Cl)(=[O:13])[CH:11]=[CH2:12].[Cl-].[Al+3].[Cl-].[Cl-]>ClCCl>[Br:9][C:5]1[CH:6]=[CH:7][C:8]([C:10](=[O:13])[CH:11]=[CH2:12])=[C:3]([O:2][CH3:1])[CH:4]=1 |f:2.3.4.5|. Procedure details: 3-methoxybromobenzene (0.5 mL), acryloyl chloride (110 mg), and aluminium chloride (160 mg) were reacted in dichloromethane (1.5 mL) at from 0° C. to room temperature for 4 hours. The resultant was treated in the same manner as described in Example 1 to obtain the title compound (8.0 mg).